From a dataset of the Open Reaction Database (ORD), a public repository of structured organic reaction records. describe an organic reaction: reactants, conditions, products, and yield Solvent: O1CCCC1 (tetrahydrofuran). Reactants: C(=O)(O)C1=CC=C(C=O)C=C1 (4-carboxybenzaldehyde), C(C)(=O)O (acetic acid), C(C)(=O)O[BH-](OC(C)=O)OC(C)=O.[Na+] (sodium triacetoxyborohydride), C(C)(=O)O[BH-](OC(C)=O)OC(C)=O.[Na+] (sodium triacetoxyborohydride), C(C)(=O)O (acetic acid), C[C@@H]1N(C[C@H](NC1)C)[C@H](C1=CC=C(C(=O)N(CC)CC)C=C1)C1=CC(=CC=C1)O (4-[(R)-((2S,5R)-2,5-dimethyl-1-piperazinyl)-(3-hydroxyphenyl)methyl]-N,N-diethylbenzamide), C(=O)(O)C1=CC=C(C=O)C=C1 (4-carboxybenzaldehyde). Product: C(C)N(C(=O)C1=CC=C(C=C1)[C@@H](N1C[C@H](N(C[C@@H]1C)CC1=CC=C(C(=O)O)C=C1)C)C1=CC(=CC=C1)O)CC (4-{(2R, 5S)-4-[(R)-(4-diethylcarbamoylphenyl)(3-hydroxyphenyl)methyl]-2,5-dimethyl-1-piperazinyl-methyl}benzoic acid). Procedure details: Glacial acetic acid (0.635 mL, 11.1 mmol) was added to a solution of 4-[(R)-((2S,5R)-2,5-dimethyl-1-piperazinyl)-(3-hydroxyphenyl)methyl]-N,N-diethylbenzamide (1.98 g, 5 mmol) and 4-carboxybenzaldehyde (1.50 g, 10 mmol) in anhydrous tetrahydrofuran (35 mL. While stirring briskly, sodium triacetoxyborohydride (2.12 g, 10 mmol) was added in 50-100 mg portions, allowing effervescence to subside after each addition. The reaction was monitored for absence of starting material by HPLC. After stirring ... Reaction SMILES: C(O)(=O)C.[CH3:5][C@H:6]1[CH2:11][NH:10][C@H:9]([CH3:12])[CH2:8][N:7]1[C@@H:13]([C:27]1[CH:32]=[CH:31][CH:30]=[C:29]([OH:33])[CH:28]=1)[C:14]1[CH:26]=[CH:25][C:17]([C:18]([N:20]([CH2:23][CH3:24])[CH2:21][CH3:22])=[O:19])=[CH:16][CH:15]=1.[C:34]([C:37]1[CH:44]=[CH:43][C:40]([CH:41]=O)=[CH:39][CH:38]=1)([OH:36])=[O:35].C(O[BH-](OC(=O)C)OC(=O)C)(=O)C.[Na+]>O1CCCC1>[CH2:21]([N:20]([CH2:23][CH3:24])[C:18]([C:17]1[CH:25]=[CH:26][C:14]([C@H:13]([C:27]2[CH:32]=[CH:31][CH:30]=[C:29]([OH:33])[CH:28]=2)[N:7]2[C@@H:6]([CH3:5])[CH2:11][N:10]([CH2:41][C:40]3[CH:43]=[CH:44][C:37]([C:34]([OH:36])=[O:35])=[CH:38][CH:39]=3)[C@H:9]([CH3:12])[CH2:8]2)=[CH:15][CH:16]=1)=[O:19])[CH3:22] |f:3.4|. The yield is 88.4%.